The task is: describe an organic reaction: reactants, conditions, products, and yield. This data is from the Open Reaction Database (ORD), a public repository of structured organic reaction records. Starting materials: CCO, COc1cccc(C=O)c1C, Cl, NO, O. Yields the product COc1cccc(C=NO)c1C. As a reaction SMILES: [CH3:15][CH2:16][OH:17].[CH3:1][O:2][c:3]1[c:4]([CH3:11])[c:5]([CH:6]=[O:7])[cH:8][cH:9][cH:10]1.[ClH:14].[NH2:12][OH:13].[OH2:18]>>[CH3:1][O:2][c:3]1[c:4]([CH3:11])[c:5]([CH:6]=[N:12][OH:13])[cH:8][cH:9][cH:10]1. The reactants are resultant solution, O (water), [H-].[Na+] (sodium hydride), FC1=C(C(=O)OCC2=CC=CC=C2)C(=CC(=C1F)F)F (benzyl 2,3,4,6-tetrafluorobenzoate), C(C1=CC=CC=C1)O (benzyl alcohol). Solvent: C(C)(=O)O (acetic acid), C1=CC=CC=C1 (benzene), CCCCCC (n-hexane), C(C)(=O)O (acetic acid). Conditions: time 1 hour. Product: C(C1=CC=CC=C1)OC1=CC(=C(C(=C1C(=O)O)F)F)F (6-benzyloxy-2,3,4-trifluorobenzoic acid). Isolated yield 31.6%. Reaction SMILES: [CH2:1]([OH:8])[C:2]1[CH:7]=[CH:6][CH:5]=[CH:4][CH:3]=1.O.[H-].[Na+].[F:12][C:13]1[C:28]([F:29])=[C:27]([F:30])[CH:26]=[C:25](F)[C:14]=1[C:15]([O:17]CC1C=CC=CC=1)=[O:16]>C1C=CC=CC=1.CCCCCC.C(O)(=O)C>[CH2:1]([O:8][C:25]1[C:14]([C:15]([OH:17])=[O:16])=[C:13]([F:12])[C:28]([F:29])=[C:27]([F:30])[CH:26]=1)[C:2]1[CH:7]=[CH:6][CH:5]=[CH:4][CH:3]=1 |f:2.3|. Reported procedure: 6.5 g of benzyl alcohol was dissolved in 150 ml of benzene. While the resultant solution was cooled with water, 2.4 g of sodium hydride (60%) was added and reacted. To the reaction mixture was added 15 g of benzyl 2,3,4,6-tetrafluorobenzoate, and stirred at room temperature for 1 hour. 3.6 g of acetic acid was added, followed by the removal of the solvent by distillation. To the residue, 6.5 g of potassium hydroxide and 50 ml of water and 100 ml of methanol were added. They were reacted at 50° C... Reactants: BrB(Br)Br, CCCCC12CCC(=O)C(CC)=C1c1cc(F)c(OC)c(C)c1C2, ClCCl. Product: CCCCC12CCC(=O)C(CC)=C1c1cc(F)c(O)c(C)c1C2. RXN SMILES: [B:25]([Br:26])([Br:27])[Br:28].[CH2:1]([CH2:2][CH2:3][CH3:4])[C:5]12[CH2:6][c:7]3[c:8]([CH3:24])[c:9]([O:22][CH3:23])[c:10]([F:21])[cH:11][c:12]3[C:13]1=[C:14]([CH2:19][CH3:20])[C:15](=[O:18])[CH2:16][CH2:17]2.[Cl:29][CH2:30][Cl:31]>>[CH2:1]([CH2:2][CH2:3][CH3:4])[C:5]12[CH2:6][c:7]3[c:8]([CH3:24])[c:9]([OH:22])[c:10]([F:21])[cH:11][c:12]3[C:13]1=[C:14]([CH2:19][CH3:20])[C:15](=[O:18])[CH2:16][CH2:17]2. Reactants: C(=O)(OC(C)(C)C)N[C@H]([C@H](C[C@H](C(=O)O)CC1=CC=C(C=C1)C#N)O)CC1=CC=CC=C1 (5(S)-(Boc-amino)-4(S)-hydroxy-6-phenyl-2(R)-[(p-cyano-phenyl)methyl]hexanoic acid), C(C)(C)(C)[Si](Cl)(C)C (tert-butyldimethylchlorosilane), N1C=NC=C1 (imidazole), silyl ester, C([O-])([O-])=O.[K+].[K+] (potassium carbonate). Solvent: CN(C)C=O (DMF), CO.C1CCOC1.O (methanol THF water). Yields the product C(=O)(OC(C)(C)C)N[C@H]([C@H](C[C@H](C(=O)O)CC1=CC=C(C=C1)C#N)O[Si](C)(C)C(C)(C)C)CC1=CC=CC=C1 (5(S)-(Boc-Amino)-4(S)-(tert-butyldimethylsilyloxy)-6-phenyl-2(R)-[(p-cyano-phenyl)methyl]hexanoic acid). Reaction SMILES: [C:1]([NH:8][C@@H:9]([CH2:26][C:27]1[CH:32]=[CH:31][CH:30]=[CH:29][CH:28]=1)[C@@H:10]([OH:25])[CH2:11][C@@H:12]([CH2:16][C:17]1[CH:22]=[CH:21][C:20]([C:23]#[N:24])=[CH:19][CH:18]=1)[C:13]([OH:15])=[O:14])([O:3][C:4]([CH3:7])([CH3:6])[CH3:5])=[O:2].[C:33]([Si:37]([CH3:40])([CH3:39])Cl)([CH3:36])([CH3:35])[CH3:34].N1C=CN=C1.C(=O)([O-])[O-].[K+].[K+]>CN(C=O)C.CO.C1COCC1.O>[C:1]([NH:8][C@@H:9]([CH2:26][C:27]1[CH:32]=[CH:31][CH:30]=[CH:29][CH:28]=1)[C@@H:10]([O:25][Si:37]([C:33]([CH3:36])([CH3:35])[CH3:34])([CH3:40])[CH3:39])[CH2:11][C@@H:12]([CH2:16][C:17]1[CH:18]=[CH:19][C:20]([C:23]#[N:24])=[CH:21][CH:22]=1)[C:13]([OH:15])=[O:14])([O:3][C:4]([CH3:6])([CH3:7])[CH3:5])=[O:2] |f:3.4.5,7.8.9|. Procedure: In analogy with Example 1j), 0.62 g of 5(S)-(Boc-amino)-4(S)-hydroxy-6-phenyl-2(R)-[(p-cyano-phenyl)methyl]hexanoic acid in 6.2 ml of DMF is silylated with 0.98 g of tert-butyldimethylchlorosilane and 0.79 g of imidazole. Hydrolysis of the silyl ester function with 1.2 g of potassium carbonate in 31 ml of methanol/THF/water, 3:1:1, yields the title compound, after acidifying with citric acid solution and extracting with ethyl acetate: TLC Rf (D)=0.29; FAB-MS (M+H)+ =553. Reaction SMILES: Cl.[CH3:2][O:3][C:4]1[CH:5]=[C:6]([C:12]2[C:13]([CH3:25])([CH3:24])[C:14](=[O:23])[N:15]([CH:17]3[CH2:22][CH2:21][NH:20][CH2:19][CH2:18]3)[N:16]=2)[CH:7]=[CH:8][C:9]=1[O:10][CH3:11].[Cl:26][C:27]1[CH:28]=[CH:29][C:30]([O:37][CH3:38])=[C:31]([S:33](Cl)(=[O:35])=[O:34])[CH:32]=1>>[Cl:26][C:27]1[CH:28]=[CH:29][C:30]([O:37][CH3:38])=[C:31]([S:33]([N:20]2[CH2:21][CH2:22][CH:17]([N:15]3[C:14](=[O:23])[C:13]([CH3:25])([CH3:24])[C:12]([C:6]4[CH:7]=[CH:8][C:9]([O:10][CH3:11])=[C:4]([O:3][CH3:2])[CH:5]=4)=[N:16]3)[CH2:18][CH2:19]2)(=[O:34])=[O:35])[CH:32]=1 |f:0.1|. The product is ClC=1C=CC(=C(C1)S(=O)(=O)N1CCC(CC1)N1N=C(C(C1=O)(C)C)C1=CC(=C(C=C1)OC)OC)OC (2-{1-[(5-Chloro-2-methoxyphenyl)sulfonyl]piperidin-4-yl}-5-(3,4-dimethoxyphenyl)-4,4-dimethyl-2,4-dihydro-3H-pyrazol-3-one). The reactants are Cl.COC=1C=C(C=CC1OC)C=1C(C(N(N1)C1CCNCC1)=O)(C)C (5-(3,4-dimethoxyphenyl)-4,4-dimethyl-2-(piperidin-4-yl)-2,4-dihydro-3H-pyrazol-3-one hydrochloride), Cl.COC=1C=C(C=CC1OC)C=1C(C(N(N1)C1CCNCC1)=O)(C)C (5-(3,4-dimethoxyphenyl)-4,4-dimethyl-2-(piperidin-4-yl)-2,4-dihydro-3H-pyrazol-3-one hydrochloride), ClC=1C=CC(=C(C1)S(=O)(=O)Cl)OC (5-chloro-2-methoxybenzenesulfonyl chloride). Procedure: The title compound is prepared analogously as described for GP1 using 5-(3,4-dimethoxyphenyl)-4,4-dimethyl-2-(piperidin-4-yl)-2,4-dihydro-3H-pyrazol-3-one (compound B1) and 5-chloro-2-methoxybenzenesulfonyl chloride as starting compounds. The crude product is purified by crystallization from EA and diethyl ether to yield the title compound.